From a dataset of the Open Reaction Database (ORD), a public repository of structured organic reaction records. describe an organic reaction: reactants, conditions, products, and yield Starting materials: C(C)(C)(C)OC(=O)NCC1CN(CC1)CCCCN (4-(3-tert-Butoxycarbonylaminomethylpyrrolidin-1-yl)butylamine), CN=C=S (methyl isothiocyanate), NC1=CC(=C(C(=O)O)C=C1Cl)OC (4-amino-5-chloro-2-methoxybenzoic acid). Yields the product NC1=CC(=C(C(=O)NCC2CN(CC2)CCCCNC(=S)NC)C=C1Cl)OC (4-amino-5-chloro-2-methoxy-N-(1-(4-(3-methylthioureido)butyl)pyrrolidin-3-ylmethyl)benzamide). Reaction SMILES: C(O[C:6]([NH:8][CH2:9][CH:10]1[CH2:14][CH2:13][N:12]([CH2:15][CH2:16][CH2:17][CH2:18][NH2:19])[CH2:11]1)=[O:7])(C)(C)C.[CH3:20][N:21]=[C:22]=[S:23].[NH2:24][C:25]1[C:33]([Cl:34])=[CH:32][C:28](C(O)=O)=[C:27]([O:35][CH3:36])[CH:26]=1>>[NH2:24][C:25]1[C:33]([Cl:34])=[CH:32][C:28]([C:6]([NH:8][CH2:9][CH:10]2[CH2:14][CH2:13][N:12]([CH2:15][CH2:16][CH2:17][CH2:18][NH:19][C:22]([NH:21][CH3:20])=[S:23])[CH2:11]2)=[O:7])=[C:27]([O:35][CH3:36])[CH:26]=1. Procedure: 4-(3-tert-Butoxycarbonylaminomethylpyrrolidin-1-yl)butylamine (1.01 g) as starting compound was reacted and treated in the same manner as in Example 34 using methyl isothiocyanate (0.28 ml) and 4-amino-5-chloro-2-methoxybenzoic acid (0.82 g) to give 4-amino-5-chloro-2-methoxy-N-(1-(4-(3-methylthioureido)butyl)pyrrolidin-3-ylmethyl)benzamide. The reactants are Br.N=1CCSC=C2C1C=CC=C2 (3,4-dihydro-2H-2,5-benzothiazepine hydrobromide), C1CCOC1 (THF), [Li]CCCC (nBuLi), CI (Methyl iodide), Li amide. Reaction conditions: time 1 hour. Product: CN1CCCSC2=C1C=CC=C2 (3,4-dihydro-5-methyl-2H-1,5-benzothiazepine). RXN SMILES: Br.[N:2]1[CH2:3]C[S:5][CH:6]=[C:7]2C=CC=C[C:8]=12.[Li][CH2:14][CH2:15][CH2:16][CH3:17].CI.[CH2:20]1COC[CH2:21]1>>[CH3:3][N:2]1[C:16]2[CH:15]=[CH:14][CH:20]=[CH:21][C:17]=2[S:5][CH2:6][CH2:7][CH2:8]1 |f:0.1|. Reported procedure: 8.30 g of 3,4-dihydro-2H-2,5-benzothiazepine hydrobromide were placed in 150 ml of THF and deprotonized with 48 ml of 1.55M nBuLi (hexane) under an Argon atmosphere at -10° C. After 1/4 hour, 4.64 ml of Methyl iodide (MeI) were added dropwise to the yellow solution of the Li amide and the mixture was stirred for 1 hour. It was then poured on to ice, extracted with ether, washed with water, dried and evaporated. Column chromatography on silica gel (petroleum ether/ethyl acetate 96/4) yielded 5.70... Reactants: FS(=O)(=O)O.ClC1=CC=C(C=C1)N1C=CC(C=C1)=NN (1-(4-chlorophenyl)-4(1H)-pyridinone hydrazone fluorosulfonate), O (water), ClC1=CC=C(C=O)C=C1 (p-chlorobenzaldehyde). Run in C(C)O (ethanol), C(C)O (ethanol). The product is FS(=O)(=O)O.ClC1=CC=C(C=C1)N1C=CC(C=C1)=NN=CC1=CC=C(C=C1)Cl (4-Chlorobenzaldehyde 1-(4-Chlorophenyl)-4(1H)-pyridinylidene Hydrazone Fluorosulfonate). RXN SMILES: [F:1][S:2]([OH:5])(=[O:4])=[O:3].[Cl:6][C:7]1[CH:12]=[CH:11][C:10]([N:13]2[CH:18]=[CH:17][C:16](=[N:19][NH2:20])[CH:15]=[CH:14]2)=[CH:9][CH:8]=1.O.[Cl:22][C:23]1[CH:30]=[CH:29][C:26]([CH:27]=O)=[CH:25][CH:24]=1>C(O)C>[F:1][S:2]([OH:5])(=[O:4])=[O:3].[Cl:6][C:7]1[CH:8]=[CH:9][C:10]([N:13]2[CH:14]=[CH:15][C:16](=[N:19][N:20]=[CH:27][C:26]3[CH:29]=[CH:30][C:23]([Cl:22])=[CH:24][CH:25]=3)[CH:17]=[CH:18]2)=[CH:11][CH:12]=1 |f:0.1,5.6|. Procedure details: To a solution of 2.4 g. (7.5 mmole) of 1-(4-chlorophenyl)-4(1H)-pyridinone hydrazone fluorosulfonate, prepared by the process set forth in Example 2, in 35 ml. ethanol and 30 ml. water was added a solution of 1.27 g. (9 mmole) of p-chlorobenzaldehyde in 5 ml. ethanol. After heating the reaction mixture on the steam bath for 3 minutes, the mixture was concentrated to remove most of the ethanol, cooled and the product collected by filtration. Yield 3.1 g. (94%), recrystallized from EtOH-H2O, m.p. ... Reactants: N1(CCOCC1)C(CCCCCN1C(=NC=2C=NC=3C=CC=CC3C21)CCC)=O (1-(6-morpholin-4-yl-6-oxohexyl)-2-propyl-1H-imidazo[4,5-c]quinoline), C1=CC(=CC(=C1)Cl)C(=O)OO (mCPBA), [OH-].[NH4+] (ammonium hydroxide), C1(=CC=C(C=C1)S(=O)(=O)Cl)C (p-toluenesulfonyl chloride). The solvent is C(Cl)(Cl)Cl (chloroform). Conditions: time 2 hour. Product: N1(CCOCC1)C(CCCCCN1C(=NC=2C(=NC=3C=CC=CC3C21)N)CCC)=O (1-(6-morpholin-4-yl-6-oxohexyl)-2-propyl-1H-imidazo[4,5-c]quinolin-4-amine). Reaction SMILES: [N:1]1([C:7](=[O:29])[CH2:8][CH2:9][CH2:10][CH2:11][CH2:12][N:13]2[C:25]3[C:24]4[CH:23]=[CH:22][CH:21]=[CH:20][C:19]=4[N:18]=[CH:17][C:16]=3[N:15]=[C:14]2[CH2:26][CH2:27][CH3:28])[CH2:6][CH2:5][O:4][CH2:3][CH2:2]1.C1C=C(Cl)C=C(C(OO)=O)C=1.[OH-].[NH4+:42].C1(C)C=CC(S(Cl)(=O)=O)=CC=1>C(Cl)(Cl)Cl>[N:1]1([C:7](=[O:29])[CH2:8][CH2:9][CH2:10][CH2:11][CH2:12][N:13]2[C:25]3[C:24]4[CH:23]=[CH:22][CH:21]=[CH:20][C:19]=4[N:18]=[C:17]([NH2:42])[C:16]=3[N:15]=[C:14]2[CH2:26][CH2:27][CH3:28])[CH2:6][CH2:5][O:4][CH2:3][CH2:2]1 |f:2.3|. Reported procedure: Under a nitrogen atmosphere, a solution of 1-(6-morpholin-4-yl-6-oxohexyl)-2-propyl-1H-imidazo[4,5-c]quinoline (3.6 g, 9.1 mmol) in chloroform (100 mL) was treated with mCPBA (6.29 g, 36.5 mmol). The reaction was stirred for two hours, washed sequentially with saturated aqueous sodium bicarbonate (3×) and brine, dried over magnesium sulfate, and filtered. Concentrated ammonium hydroxide (40 mL) and p-toluenesulfonyl chloride (2.60 g, 13.7 mmol) were added sequentially to the filtrate. The reacti... Starting materials: CC(=O)[O-], ClCCl, [K+], [Na+], CN(C)C=O, [OH-], O=P(Cl)(Cl)Cl, c1c[nH]c(CN2CCOCC2)c1. The product is O=Cc1ccc(CN2CCOCC2)[nH]1. Reaction SMILES: [CH3:24][C:25](=[O:26])[O-:27].[Cl:30][CH2:31][Cl:32].[K+:23].[Na+:29].[O:1]=[CH:2][N:3]([CH3:4])[CH3:5].[OH-:28].[P:6]([Cl:7])([Cl:8])([Cl:9])=[O:10].[nH:11]1[c:12]([CH2:16][N:17]2[CH2:18][CH2:19][O:20][CH2:21][CH2:22]2)[cH:13][cH:14][cH:15]1>>[O:1]=[CH:2][c:15]1[nH:11][c:12]([CH2:16][N:17]2[CH2:18][CH2:19][O:20][CH2:21][CH2:22]2)[cH:13][cH:14]1. The reactants are CCOC(=O)CC(CCCCc1ccccc1)c1ccc(OC)c(OC)c1, CCO, Cl, [Na+], [OH-]. Product: COc1ccc(C(CCCCc2ccccc2)CC(=O)O)cc1OC. As a reaction SMILES: [CH3:1][O:2][c:3]1[cH:4][c:5]([CH:11]([CH2:12][C:13](=[O:14])[O:15][CH2:16][CH3:17])[CH2:18][CH2:19][CH2:20][CH2:21][c:22]2[cH:23][cH:24][cH:25][cH:26][cH:27]2)[cH:6][cH:7][c:8]1[O:9][CH3:10].[CH3:31][CH2:32][OH:33].[ClH:30].[Na+:29].[OH-:28]>>[CH3:1][O:2][c:3]1[cH:4][c:5]([CH:11]([CH2:12][C:13](=[O:14])[OH:15])[CH2:18][CH2:19][CH2:20][CH2:21][c:22]2[cH:23][cH:24][cH:25][cH:26][cH:27]2)[cH:6][cH:7][c:8]1[O:9][CH3:10]. Reactants: NC1=C(C(=O)O)C=CC=N1 (2-aminonicotinic acid), COCCN (2-methoxyethylamine), C1(CCC1)N1CCC(CC1)OC1=CC=C(C=O)C=C1 (4-[(1-cyclobutyl-4-piperidinyl)oxy]benzaldehyde). The product is C1(CCC1)N1CCC(CC1)OC1=CC=C(C=C1)C=1N(C(C2=C(N1)N=CC=C2)=O)CCOC (2-[4-(1-Cyclobutyl-4-piperidinyloxy)phenyl]-3-(2-methoxyethyl)pyrido[2,3-d]pyrimidin-4(3H)-one). Reaction SMILES: [NH2:1][C:2]1[N:10]=[CH:9][CH:8]=[CH:7][C:3]=1[C:4]([OH:6])=O.[CH3:11][O:12][CH2:13][CH2:14][NH2:15].[CH:16]1([N:20]2[CH2:25][CH2:24][CH:23]([O:26][C:27]3[CH:34]=[CH:33][C:30]([CH:31]=O)=[CH:29][CH:28]=3)[CH2:22][CH2:21]2)[CH2:19][CH2:18][CH2:17]1>>[CH:16]1([N:20]2[CH2:25][CH2:24][CH:23]([O:26][C:27]3[CH:34]=[CH:33][C:30]([C:31]4[N:15]([CH2:14][CH2:13][O:12][CH3:11])[C:4](=[O:6])[C:3]5[CH:7]=[CH:8][CH:9]=[N:10][C:2]=5[N:1]=4)=[CH:29][CH:28]=3)[CH2:22][CH2:21]2)[CH2:19][CH2:18][CH2:17]1. Reported procedure: The entitled compound was obtained according to the method of Example 15 but starting from 2-aminonicotinic acid, 2-methoxyethylamine and 4-[(1-cyclobutyl-4-piperidinyl)oxy]benzaldehyde. The yield is 44.6%. Reported procedure: The title compound (60.2 mg) was prepared as in Example 177, Steps C and D, using 203.8 mg of 2-cyclohexyl-3-trifluoromethanesulfonyloxy-4,5,7,8-tetrahydro-2H-1,2,6-triaza-azulene-6-carboxylic acid tert-butyl ester (Example 177, Step B) and 181.6 mg of 4-methylphenylboronic acid. MS (ESI): exact mass calculated for C20H27N3, 309.45. found, m/z 310.5 [M+H]+. 1H NMR (500 MHz, CD3OD): 7.37 (d, J=7.7 Hz, 2H), 7.19 (d, J=7.7 Hz, 2H), 3.97-3.89 (m, 1H), 3.44-3.39 (m, 2H), 3.31-3.26 (m, 2H), 3.20-3.15 ... Reaction SMILES: C(OC([N:8]1[CH2:17][CH2:16][C:15]2[C:11](=[C:12](OS(C(F)(F)F)(=O)=O)[N:13]([CH:18]3[CH2:23][CH2:22][CH2:21][CH2:20][CH2:19]3)[N:14]=2)[CH2:10][CH2:9]1)=O)(C)(C)C.[CH3:32][C:33]1[CH:38]=[CH:37][C:36](B(O)O)=[CH:35][CH:34]=1>>[CH:18]1([N:13]2[C:12]([C:36]3[CH:37]=[CH:38][C:33]([CH3:32])=[CH:34][CH:35]=3)=[C:11]3[C:15]([CH2:16][CH2:17][NH:8][CH2:9][CH2:10]3)=[N:14]2)[CH2:19][CH2:20][CH2:21][CH2:22][CH2:23]1. Reactants: C(C)(C)(C)OC(=O)N1CCC2=C(N(N=C2CC1)C1CCCCC1)OS(=O)(=O)C(F)(F)F (2-cyclohexyl-3-trifluoromethanesulfonyloxy-4,5,7,8-tetrahydro-2H-1,2,6-triaza-azulene-6-carboxylic acid tert-butyl ester), CC1=CC=C(C=C1)B(O)O (4-methylphenylboronic acid). The product is C1(CCCCC1)N1N=C2CCNCCC2=C1C1=CC=C(C=C1)C (2-Cyclohexyl-3-p-tolyl-2,4,5,6,7,8-hexahydro-1,2,6-triaza-azulene).